Dataset: the Open Reaction Database (ORD), a public repository of structured organic reaction records. Task: describe an organic reaction: reactants, conditions, products, and yield Starting materials: C[N+]1([O-])CCOCC1, CCC[N+](CCC)(CCC)CCC, ClCCl, O=C(CC(F)(F)F)NCCc1ccc(Cl)c(CO)c1, O=[Ru](=O)(=O)[O-]. The product is O=Cc1cc(CCNC(=O)CC(F)(F)F)ccc1Cl. As a reaction SMILES: [CH3:1][N+:2]1([O-:3])[CH2:4][CH2:5][O:6][CH2:7][CH2:8]1.[CH3:36][CH2:37][CH2:38][N+:39]([CH2:40][CH2:41][CH3:42])([CH2:43][CH2:44][CH3:45])[CH2:46][CH2:47][CH3:48].[Cl:28][CH2:29][Cl:30].[Cl:9][c:10]1[c:11]([CH2:26][OH:27])[cH:12][c:13]([CH2:16][CH2:17][NH:18][C:19]([CH2:20][C:21]([F:22])([F:23])[F:24])=[O:25])[cH:14][cH:15]1.[O-:31][Ru:32](=[O:33])(=[O:34])=[O:35]>>[Cl:9][c:10]1[c:11]([CH:26]=[O:27])[cH:12][c:13]([CH2:16][CH2:17][NH:18][C:19]([CH2:20][C:21]([F:22])([F:23])[F:24])=[O:25])[cH:14][cH:15]1. Starting materials: CCOC(=O)c1cnc(Cl)nc1NCC1CCN(C(=O)OC(C)(C)C)CC1, C1CCOC1, Cl, [Li+], [OH-], O. Yields the product CC(C)(C)OC(=O)N1CCC(CNc2nc(Cl)ncc2C(=O)O)CC1. Reaction SMILES: [C:1]([CH3:2])([CH3:3])([CH3:4])[O:5][C:6](=[O:7])[N:8]1[CH2:9][CH2:10][CH:11]([CH2:14][NH:15][c:16]2[n:17][c:18]([Cl:27])[n:19][cH:20][c:21]2[C:22](=[O:23])[O:24][CH2:25][CH3:26])[CH2:12][CH2:13]1.[CH2:32]1[O:33][CH2:34][CH2:35][CH2:36]1.[ClH:31].[Li+:29].[OH-:28].[OH2:30]>>[C:1]([CH3:2])([CH3:3])([CH3:4])[O:5][C:6](=[O:7])[N:8]1[CH2:9][CH2:10][CH:11]([CH2:14][NH:15][c:16]2[n:17][c:18]([Cl:27])[n:19][cH:20][c:21]2[C:22](=[O:23])[OH:24])[CH2:12][CH2:13]1. Reactants: CN(C=1C=CC(=C(C(=O)O)C1)C(C1=CC=C(C=C1)N(C)C)=O)C (5-(dimethylamino)-2-[4-(dimethylamino)benzoyl]benzoic acid), CCCCCCCCC1=CC=C(C=C1)NC2=CC=C(C=C2)CCCCCCCC (4,4'-dioctyldiphenylamine). The product is CN(C1=CC=C2C(OC(=O)C2=C1)(N(C1=CC=C(C=C1)CCCCCCCC)C1=CC=C(C=C1)CCCCCCCC)C1=CC=C(C=C1)N(C)C)C (6-(dimethylamino)-3-[4-(dimethylamino)phenyl]-3-[bis(4-octylphenyl)amino]phthalide). The yield is 87.6%. As a reaction SMILES: [CH3:1][N:2]([CH3:23])[C:3]1[CH:4]=[CH:5][C:6]([C:12](=O)[C:13]2[CH:18]=[CH:17][C:16]([N:19]([CH3:21])[CH3:20])=[CH:15][CH:14]=2)=[C:7]([CH:11]=1)[C:8]([OH:10])=[O:9].[CH3:24][CH2:25][CH2:26][CH2:27][CH2:28][CH2:29][CH2:30][CH2:31][C:32]1[CH:37]=[CH:36][C:35]([NH:38][C:39]2[CH:44]=[CH:43][C:42]([CH2:45][CH2:46][CH2:47][CH2:48][CH2:49][CH2:50][CH2:51][CH3:52])=[CH:41][CH:40]=2)=[CH:34][CH:33]=1>>[CH3:1][N:2]([CH3:23])[C:3]1[CH:11]=[C:7]2[C:6]([C:12]([C:13]3[CH:14]=[CH:15][C:16]([N:19]([CH3:20])[CH3:21])=[CH:17][CH:18]=3)([N:38]([C:39]3[CH:40]=[CH:41][C:42]([CH2:45][CH2:46][CH2:47][CH2:48][CH2:49][CH2:50][CH2:51][CH3:52])=[CH:43][CH:44]=3)[C:35]3[CH:34]=[CH:33][C:32]([CH2:31][CH2:30][CH2:29][CH2:28][CH2:27][CH2:26][CH2:25][CH3:24])=[CH:37][CH:36]=3)[O:9][C:8]2=[O:10])=[CH:5][CH:4]=1. Procedure: Following a procedure similar to that described in Example 1 but employing 15.6 g of 5-(dimethylamino)-2-[4-(dimethylamino)benzoyl]benzoic acid and 19.6 g of 4,4'-dioctyldiphenylamine there was obtained 30.0 g of 6-(dimethylamino)-3-[4-(dimethylamino)phenyl]-3-[bis(4-octylphenyl)amino]phthalide, m.p. 208°-210° C. A toluene solution of the product contacted with acidic clay or phenolic resin developed an orange-colored image which changed to green on the clay after fluoroescent light exposure.